Dataset: the Open Reaction Database (ORD), a public repository of structured organic reaction records. Task: describe an organic reaction: reactants, conditions, products, and yield Reaction SMILES: [CH3:1][O:2][C:3]([CH2:4][CH2:5][CH2:6][CH2:7][CH2:8][CH2:9][CH:10]1[CH:11]([CH:16]=[CH:17][CH:18]([CH2:19][CH:20]2[CH2:21][CH2:22][CH2:23][CH2:24][CH2:25]2)[O:26][C:27](=[O:28])[CH3:29])[CH2:12][CH2:13][C:14]1=[O:15])=[O:30].[CH3:31][O-:32].[CH3:34][C:35](=[O:36])[OH:37].[CH3:38][OH:39].[Na+:33]>>[CH3:1][O:2][C:3]([CH2:4][CH2:5][CH2:6][CH2:7][CH2:8][CH2:9][CH:10]1[CH:11]([CH:16]=[CH:17][CH:18]([CH2:19][CH:20]2[CH2:21][CH2:22][CH2:23][CH2:24][CH2:25]2)[OH:26])[CH2:12][CH2:13][C:14]1=[O:15])=[O:30]. Yields the product COC(=O)CCCCCCC1C(=O)CCC1C=CC(O)CC1CCCCC1. Starting materials: COC(=O)CCCCCCC1C(=O)CCC1C=CC(CC1CCCCC1)OC(C)=O, C[O-], CC(=O)O, CO, [Na+]. Reactants: ClC1=NC2=NC=CC(=C2C=C1)Cl (2,5-Dichloro-[1,8]naphthyridine), NC1=C(C=CC(=C1)C)SC1=CC=C(C=C1)NC(C)=O (N-[4-(2-Amino-4-methyl-phenylsulfanyl)-phenyl]-acetamide). The product is ClC1=CC=C2C(=CC=NC2=N1)NC1=C(C=CC(=C1)C)SC1=CC=C(C=C1)NC(C)=O (N-{4-[2-(7-Chloro-[1,8]naphthyridin-4-ylamino)-4-methyl-phenylsulfanyl]-phenyl}-acetamide). Yield: 46.0%. As a reaction SMILES: [Cl:1][C:2]1[CH:11]=[CH:10][C:9]2[C:4](=[N:5][CH:6]=[CH:7][C:8]=2Cl)[N:3]=1.[NH2:13][C:14]1[CH:19]=[C:18]([CH3:20])[CH:17]=[CH:16][C:15]=1[S:21][C:22]1[CH:27]=[CH:26][C:25]([NH:28][C:29](=[O:31])[CH3:30])=[CH:24][CH:23]=1>>[Cl:1][C:2]1[N:3]=[C:4]2[C:9]([C:8]([NH:13][C:14]3[CH:19]=[C:18]([CH3:20])[CH:17]=[CH:16][C:15]=3[S:21][C:22]3[CH:27]=[CH:26][C:25]([NH:28][C:29](=[O:31])[CH3:30])=[CH:24][CH:23]=3)=[CH:7][CH:6]=[N:5]2)=[CH:10][CH:11]=1. Reported procedure: The product from Example 21d (200 mg, 1.0 mmol) and the product from Example 22b (215 mg, 1.0 mmol) were reacted following the procedure from Example 7g giving a crude solid that was purified by HPLC with TFA to give the title compound 200 mg, 48%). The reactants are Cl.N[C@@H](CC1=CC=CC=C1)C(=O)O (L-Phenylalanine hydrochloride), C(C)(C)N(CC)C(C)C (diisopropylethylamine), N=1NN=NC1C1=C(C=CC=C1)C1=CC2=C(N(C=N2)C(C(=O)O)CCCCCC)C=C1 (2-[5-[2-(2H-tetrazol-5-yl)phenyl]-1H-benzimidazol-1-yl]octanoic acid), OC1=CC=CC=2NN=NC21 (hydroxybenzotriazole), C1(CCCCC1)N=C=NC1CCCCC1 (dicyclohexylcarbodiimide). The product is O=C(C(CCCCCC)N1C=NC2=C1C=CC(=C2)C2=C(C=CC=C2)C=2N=NNN2)N[C@@H](CC2=CC=CC=C2)C(=O)O (N-[1-oxo-2-[5-[2-(2H-tetrazole-5-yl]phenyl]-1H-benzimidazol-1-yl]octyl]-L-phenylalanine). RXN SMILES: Cl.[NH2:2][C@H:3]([C:11]([OH:13])=[O:12])[CH2:4][C:5]1[CH:10]=[CH:9][CH:8]=[CH:7][CH:6]=1.C(N(C(C)C)CC)(C)C.[N:23]1[NH:24][N:25]=[N:26][C:27]=1[C:28]1[CH:33]=[CH:32][CH:31]=[CH:30][C:29]=1[C:34]1[CH:52]=[CH:51][C:37]2[N:38]([CH:41]([CH2:45][CH2:46][CH2:47][CH2:48][CH2:49][CH3:50])[C:42](O)=[O:43])[CH:39]=[N:40][C:36]=2[CH:35]=1.OC1C2N=NNC=2C=CC=1.C1(N=C=NC2CCCCC2)CCCCC1>>[O:43]=[C:42]([NH:2][C@H:3]([C:11]([OH:13])=[O:12])[CH2:4][C:5]1[CH:10]=[CH:9][CH:8]=[CH:7][CH:6]=1)[CH:41]([N:38]1[C:37]2[CH:51]=[CH:52][C:34]([C:29]3[CH:30]=[CH:31][CH:32]=[CH:33][C:28]=3[C:27]3[N:23]=[N:24][NH:25][N:26]=3)=[CH:35][C:36]=2[N:40]=[CH:39]1)[CH2:45][CH2:46][CH2:47][CH2:48][CH2:49][CH3:50] |f:0.1|. Reported procedure: L-Phenylalanine hydrochloride (1.75 mmoles, 380 mg), diisopropylethylamine (1.93 mmoles, 0.34 mi), 2-[5-[2-(2H-tetrazol-5-yl)phenyl]-1H-benzimidazol-1-yl]octanoic acid (1.24 mmoles, 0.50 g), hydroxybenzotriazole (1.36 mmoles 184 mg) and dicyclohexylcarbodiimide (1.36 mmoles, 280 mg) were reacted as in Example 37. The stereoisomers were separated by chromatography over silica gel eluted with 2% methanol in chloroform. The isomers were hydrolyzed as in Example 37 to yield N-[1-oxo-2-[5-[2-(2H-tetr... The reactants are ClC(F)(Cl)Cl (trichlorofluoromethane), ClC(=C(Cl)F)F (1,2-dichlorodifluoroethylene), ClC(=C(F)F)F (chlorotrifluoroethylene). Run in C(Cl)(Cl)(Cl)Cl (carbon tetrachloride). Yields the product FC(C(C(Cl)(Cl)Cl)(F)Cl)(F)Cl (1,1,2-trifluoropentachloropropane). RXN SMILES: [Cl:1][C:2]([Cl:5])([Cl:4])F.[Cl:6][C:7]([F:11])=[C:8]([F:10])[Cl:9].ClC(F)=C(F)[F:15]>C(Cl)(Cl)(Cl)Cl>[F:10][C:8]([Cl:9])([F:15])[C:7]([Cl:6])([F:11])[C:2]([Cl:5])([Cl:4])[Cl:1]. Procedure: a process wherein trichlorofluoromethane is added to 1,2-dichlorodifluoroethylene or carbon tetrachloride is added to chlorotrifluoroethylene to obtain 1,1,2-trifluoropentachloropropane, which is then oxidized and esterified to form a 2,3-dichlorotrifluoropropionic acid ester, followed by dechlorination of the ester; (2) a process wherein bromine is added to chlorotrifluoroethylene to obtain 1,2-dibromo-1-chlorotrifluoroethylene, which is then subjected to an addition reaction with propylene, fo... Yields the product ClC1=C(N=C(N=N1)NC1=C(C=C(C=C1)N1CCP(CC1)(=O)C)OC)NC1=C(C=CC=C1)S(=O)(=O)C(C)C (6-chloro-N3-[2-methoxy-4-(4-methyl-4-oxido-1,4-azaphosphinan-1-yl)phenyl]-N5-[2-(propan-2-ylsulfonyl)phenyl]-1,2,4-triazine-3,5-diamine). As a reaction SMILES: Cl[C:2]1[N:3]=[N:4][C:5]([Cl:21])=[C:6]([NH:8][C:9]2[CH:14]=[CH:13][CH:12]=[CH:11][C:10]=2[S:15]([CH:18]([CH3:20])[CH3:19])(=[O:17])=[O:16])[N:7]=1.[CH3:22][O:23][C:24]1[CH:30]=[C:29]([N:31]2[CH2:36][CH2:35][P:34]([CH3:38])(=[O:37])[CH2:33][CH2:32]2)[CH:28]=[CH:27][C:25]=1[NH2:26].C12(CS(O)(=O)=O)C(C)(C)C(CC1)CC2=O>CC(O)C.ClCCl>[Cl:21][C:5]1[N:4]=[N:3][C:2]([NH:26][C:25]2[CH:27]=[CH:28][C:29]([N:31]3[CH2:32][CH2:33][P:34]([CH3:38])(=[O:37])[CH2:35][CH2:36]3)=[CH:30][C:24]=2[O:23][CH3:22])=[N:7][C:6]=1[NH:8][C:9]1[CH:14]=[CH:13][CH:12]=[CH:11][C:10]=1[S:15]([CH:18]([CH3:20])[CH3:19])(=[O:17])=[O:16]. Run in CC(C)O (2-propanol), ClCCl (dichloromethane). Reactants: ClC=1N=NC(=C(N1)NC1=C(C=CC=C1)S(=O)(=O)C(C)C)Cl (3,6-dichloro-N-[2-(propan-2-ylsulfonyl)phenyl]-1,2,4-triazin-5-amine), COC1=C(N)C=CC(=C1)N1CCP(CC1)(=O)C (2-methoxy-4-(4-methyl-4-oxido-1,4-azaphosphinan-1-yl)aniline), C12(C(=O)CC(CC1)C2(C)C)CS(=O)(=O)O (camphorsulfonic acid). Reported procedure: A mixture of 3,6-dichloro-N-[2-(propan-2-ylsulfonyl)phenyl]-1,2,4-triazin-5-amine (prepared as in Example 106: 0.7 mmol), 2-methoxy-4-(4-methyl-4-oxido-1,4-azaphosphinan-1-yl)aniline (0.7 mmol) and camphorsulfonic acid (0.7 equiv.), is refluxed for 20-48 hours in 2-propanol. The reaction mixture is allowed to cool to room temperature, dissolved in dichloromethane and washed with an aqueous solution of Na2CO3. The dichloromethane extract is dried over MgSO4 and evaporated. The crude product is pu...